describe an organic reaction: reactants, conditions, products, and yield From a dataset of the Open Reaction Database (ORD), a public repository of structured organic reaction records. Reactants: COC=1N=CC=C2C1NN=C2C2=CC=CC=C2 (7-methoxy-3-phenyl-1H-pyrazolo[3,4-c]pyridine), IC1=CC=CC=C1 (iodobenzene), N1[C@H](C(=O)O)CCC1 (L-proline), C([O-])([O-])=O.[K+].[K+] (potassium carbonate). Reagents/catalysts: [Cu]I (copper(I) iodide). The solvent is CS(=O)C (DMSO). Product: C(C1=CC=CC=C1)C1=C(C(=NC=C1)OC)N (4-benzyl-2-methoxypyridin-3-amine). Isolated yield 69.8%. RXN SMILES: [CH3:1][O:2][C:3]1[N:4]=[CH:5][CH:6]=[C:7]2[C:11]([C:12]3[CH:17]=[CH:16][CH:15]=[CH:14][CH:13]=3)=N[NH:9][C:8]=12.IC1C=CC=CC=1.N1CCC[C@H]1C(O)=O.C(=O)([O-])[O-].[K+].[K+]>CS(C)=O.[Cu]I>[CH2:11]([C:7]1[CH:6]=[CH:5][N:4]=[C:3]([O:2][CH3:1])[C:8]=1[NH2:9])[C:12]1[CH:13]=[CH:14][CH:15]=[CH:16][CH:17]=1 |f:3.4.5|. Procedure: A solution of 7-methoxy-3-phenyl-1H-pyrazolo[3,4-c]pyridine (113 mg), iodobenzene (1.02 g), L-proline (23.0 mg), potassium carbonate (346 mg) and copper(I) iodide (19.1 mg) in DMSO (10 mL) was stirred under nitrogen atmosphere at 180° C. for 1 hr. The reaction mixture was purified by silica gel column chromatography (ethyl acetate/hexane) to give the title compound (75 mg). The reactants are [BH4-].[Na+] (sodium borohydride), NC=1OC=C(N1)C(C)C1=CC(=C(C=C1)C1=CC=CC=C1)F (2-amino-4-(1-(2-fluoro-4-biphenylyl) ethyl)oxazole), C(OCC)([O-])[O-] (ethyl orthoformate). Run in C(C)O (ethanol). Conditions: time 2 hour. The product is FC1=C(C=CC(=C1)C(C)C=1N=C(OC1)NC)C1=CC=CC=C1 (4-(1-(2-fluoro-4-biphenylyl)ethyl)-2-methylaminooxazole). Isolated yield 40.0%. As a reaction SMILES: [NH2:1][C:2]1[O:3][CH:4]=[C:5]([CH:7]([C:9]2[CH:14]=[CH:13][C:12]([C:15]3[CH:20]=[CH:19][CH:18]=[CH:17][CH:16]=3)=[C:11]([F:21])[CH:10]=2)[CH3:8])[N:6]=1.[CH:22]([O-])([O-])OCC.[BH4-].[Na+]>C(O)C>[F:21][C:11]1[CH:10]=[C:9]([CH:7]([C:5]2[N:6]=[C:2]([NH:1][CH3:22])[O:3][CH:4]=2)[CH3:8])[CH:14]=[CH:13][C:12]=1[C:15]1[CH:16]=[CH:17][CH:18]=[CH:19][CH:20]=1 |f:2.3|. Reported procedure: A mixture of 2-amino-4-(1-(2-fluoro-4-biphenylyl) ethyl)oxazole (1.66 g, 5.88 mmol) and ethyl orthoformate (20 ml) was refluxed for 5 hr and the reaction mixture was evaporated under reduced pressure to a residue. To the residue in ethanol (50 ml) was added sodium borohydride (0.27 g, 7.14 mmol) under cooling, then the mixture was stirred at room temperature for 2 hr. After evaporation, the residue was extracted with ethyl acetate and the extracts were washed with water, dried and then evaporate... Starting materials: C(C)OC(CN)OCC (aminoacetaldehyde-diethylacetal), ClCCl.CCOC(=O)C (dichloromethane acetic acid ethyl), N=C(SC)NC=1C=C(C=CC1)C1=CC(=CC=C1)S(=O)(=O)NC(CC(=O)OCC)C1=CC=CC=C1 (Ethyl 3-{[(3′-{[imino(methylsulfanyl)methyl]amino}[1,1′-biphenyl]-3-yl)-sulfonyl]amino}-3-phenyl-propanoate). Solvent: C(CC)O (n-propanol). Yields the product C(C)OC(CNC(=N)NC=1C=C(C=CC1)C1=CC(=CC=C1)S(=O)(=O)NC(CC(=O)OCC)C1=CC=CC=C1)OCC (Ethyl 3-[(3′-{[[(2,2-diethoxyethyl)amino](imino)methyl]amino}-[1,1′-biphenyl]-3-yl)sulfonylamino]-3-phenyl-propanoate). Reaction SMILES: [NH:1]=[C:2]([NH:5][C:6]1[CH:7]=[C:8]([C:12]2[CH:17]=[CH:16][CH:15]=[C:14]([S:18]([NH:21][CH:22]([C:29]3[CH:34]=[CH:33][CH:32]=[CH:31][CH:30]=3)[CH2:23][C:24]([O:26][CH2:27][CH3:28])=[O:25])(=[O:20])=[O:19])[CH:13]=2)[CH:9]=[CH:10][CH:11]=1)SC.[CH2:35]([O:37][CH:38]([O:41][CH2:42][CH3:43])[CH2:39][NH2:40])[CH3:36].ClCCl.CCOC(C)=O>C(O)CC>[CH2:35]([O:37][CH:38]([O:41][CH2:42][CH3:43])[CH2:39][NH:40][C:2]([NH:5][C:6]1[CH:7]=[C:8]([C:12]2[CH:17]=[CH:16][CH:15]=[C:14]([S:18]([NH:21][CH:22]([C:29]3[CH:30]=[CH:31][CH:32]=[CH:33][CH:34]=3)[CH2:23][C:24]([O:26][CH2:27][CH3:28])=[O:25])(=[O:20])=[O:19])[CH:13]=2)[CH:9]=[CH:10][CH:11]=1)=[NH:1])[CH3:36] |f:2.3|. Reported procedure: 1.25 g Ethyl 3-{[(3′-{[imino(methylsulfanyl)methyl]amino}[1,1′-biphenyl]-3-yl)-sulfonyl]amino}-3-phenyl-propanoate 14.1.2 were dissolved in 20 ml n-propanol and 0.32 g aminoacetaldehyde-diethylacetal were added dropwise to the boiling solution within 6 h. flash chromatography (dichloromethane/acetic acid ethyl ester4+1) yielded 1.1 g. The reactants are CON(C(CC1=CC(=CC=C1)C(F)(F)F)=O)C (N-methoxy-N-methyl-2-(3-trifluoromethyl-phenyl)-acetamide), CP(OC)(OC)=O (dimethyl methylphosphonate), 10, CC(=O)O (AcOH), [Li]CCCC (n-BuLi). The solvent is C1(=CC=CC=C1)C (toluene), O (water), C1(=CC=CC=C1)C (toluene). Reaction conditions: time 1 hour. Product: COP(OC)(=O)CC(CC1=CC(=CC=C1)C(F)(F)F)=O ([2-Oxo-3-(3-trifluoromethyl-phenyl)-propyl]-phosphonic acid dimethyl ester). As a reaction SMILES: [CH3:1][P:2](=[O:7])([O:5][CH3:6])[O:3][CH3:4].[Li]CCCC.CON(C)[C:16](=[O:28])[CH2:17][C:18]1[CH:23]=[CH:22][CH:21]=[C:20]([C:24]([F:27])([F:26])[F:25])[CH:19]=1.CC(O)=O>C1(C)C=CC=CC=1.O>[CH3:4][O:3][P:2]([CH2:1][C:16](=[O:28])[CH2:17][C:18]1[CH:23]=[CH:22][CH:21]=[C:20]([C:24]([F:26])([F:25])[F:27])[CH:19]=1)(=[O:7])[O:5][CH3:6]. Reported procedure: To a solution of dimethyl methylphosphonate (9.4 g, 75.8 mmol) in toluene (80 mL) at −78° C. was slowly added n-BuLi (2.5M in hexanes, 28 mL, 70 mmol). The reaction mixture was stirred for 1 h and a solution of N-methoxy-N-methyl-2-(3-trifluoromethyl-phenyl)-acetamide (14.39 g) in toluene (50 mL) was slowly added. The reaction mixture was stirred for 2.5 h and AcOH (40 mL) was added. The reaction mixture was warmed to room temperature and water was added. The organic layer was washed with water ... The reactants are CC(C)(C)OC(=O)N1CCC(C)(N2CCC(=O)CC2)C1, N#CCC1CCCCC1N. Yields the product CC(C)(C)OC(=O)N1CCC(C)(N2CCC(NC3CCCCC3CC#N)CC2)C1. As a reaction SMILES: [CH3:11][C:12]1([N:24]2[CH2:25][CH2:26][C:27](=[O:30])[CH2:28][CH2:29]2)[CH2:13][N:14]([C:17](=[O:18])[O:19][C:20]([CH3:21])([CH3:22])[CH3:23])[CH2:15][CH2:16]1.[NH2:1][CH:2]1[CH:3]([CH2:8][C:9]#[N:10])[CH2:4][CH2:5][CH2:6][CH2:7]1>>[NH:1]([CH:2]1[CH:3]([CH2:8][C:9]#[N:10])[CH2:4][CH2:5][CH2:6][CH2:7]1)[CH:27]1[CH2:26][CH2:25][N:24]([C:12]2([CH3:11])[CH2:13][N:14]([C:17](=[O:18])[O:19][C:20]([CH3:21])([CH3:22])[CH3:23])[CH2:15][CH2:16]2)[CH2:29][CH2:28]1. The reactants are CC(=O)O[BH-](OC(C)=O)OC(C)=O, CC1(C)OC(=O)c2ccccc2C1n1cncc1C=O, CCN, CC(Cl)Cl, [Na+]. The product is CCNCc1cncn1C1c2ccccc2C(=O)OC1(C)C. As a reaction SMILES: [C:24]([O:25][BH-:26]([O:27][C:28](=[O:29])[CH3:30])[O:31][C:32](=[O:33])[CH3:34])(=[O:35])[CH3:36].[CH3:1][C:2]1([CH3:20])[O:3][C:4](=[O:19])[c:5]2[cH:6][cH:7][cH:8][cH:9][c:10]2[CH:11]1[n:12]1[cH:13][n:14][cH:15][c:16]1[CH:17]=[O:18].[CH3:21][CH2:22][NH2:23].[Cl:38][CH:39]([Cl:40])[CH3:41].[Na+:37]>>[CH3:1][C:2]1([CH3:20])[O:3][C:4](=[O:19])[c:5]2[cH:6][cH:7][cH:8][cH:9][c:10]2[CH:11]1[n:12]1[cH:13][n:14][cH:15][c:16]1[CH2:17][NH:23][CH2:22][CH3:21]. The reactants are BrC=1C=C2C=CNC2=C(C1)F (5-bromo-7-fluoroindole), [Li]CCCC (n-BuLi), O (Water), C(=O)=O (dry ice). Solvent: C1CCOC1 (THF). Conditions: time 4 hour. Yields the product FC=1C=C(C=C2C=CNC12)C(=O)O (7-Fluoro-1H-indole-5-carboxylic acid). RXN SMILES: Br[C:2]1[CH:3]=[C:4]2[C:8](=[C:9]([F:11])[CH:10]=1)[NH:7][CH:6]=[CH:5]2.[Li]CCCC.[C:17](=[O:19])=[O:18].O>C1COCC1>[F:11][C:9]1[CH:10]=[C:2]([C:17]([OH:19])=[O:18])[CH:3]=[C:4]2[C:8]=1[NH:7][CH:6]=[CH:5]2. Procedure: To a solution of 5-bromo-7-fluoroindole 70f (1.71 mmol, 365 mg) in THF at −60° C. was added n-BuLi (1.6 M solution in hexanes, 5.2 mmol, 3.2 mL). The solution was kept at −60° C. for 4 h and was then poured onto an excess of freshly crushed dry ice. Water was added and the mixture was acidified to pH=4. The organic phase was concentrated and the residue was purified by flash column chromatography (silica gel, 35% EtOAc/hexanes) to give compound 70h. The yield is 77.0%. Product: C(N)(=O)CNC(=O)C1=CNC2=NC=C(N=C21)C2CC2 (2-cyclopropyl-5H-pyrrolo[2,3-b]pyrazine-7-carboxylic acid carbamoylmethyl-amide). Starting materials: C(#N)CNC(=O)C1=CN(C2=NC=C(N=C21)C2CC2)COCC[Si](C)(C)C (2-cyclopropyl-5-(2-trimethylsilanyl-ethoxymethyl)-5H-pyrrolo[2,3-b]pyrazine-7-carboxylic acid cyanomethyl-amide), FC(C(=O)O)(F)F (trifluoroacetic acid). The solvent is C(Cl)Cl (CH2Cl2). Reaction conditions: time 8 hour. As a reaction SMILES: [C:1]([CH2:3][NH:4][C:5]([C:7]1[C:15]2[C:10](=[N:11][CH:12]=[C:13]([CH:16]3[CH2:18][CH2:17]3)[N:14]=2)[N:9](COCC[Si](C)(C)C)[CH:8]=1)=[O:6])#[N:2].FC(F)(F)C(O)=[O:30]>C(Cl)Cl>[C:1]([CH2:3][NH:4][C:5]([C:7]1[C:15]2[C:10](=[N:11][CH:12]=[C:13]([CH:16]3[CH2:18][CH2:17]3)[N:14]=2)[NH:9][CH:8]=1)=[O:6])(=[O:30])[NH2:2]. Procedure: To a solution of 2-cyclopropyl-5-(2-trimethylsilanyl-ethoxymethyl)-5H-pyrrolo[2,3-b]pyrazine-7-carboxylic acid cyanomethyl-amide (0.19 g, 0.50 mmol) in CH2Cl2 (6 mL) was added trifluoroacetic acid (1.0 mL). The reaction mixture was stirred at room temperature overnight then concentrated. The residue was dissolved in MeOH (10 mL) and H2O (2 mL) and Et3N (2 mL) were added. The reaction mixture was stirred at room temperature overnight then concentrated. The residue was triturated with EtOH to affo... Reactants: C(C)(C)(C)C1=CC(=C(C=N1)C=1N([C@]([C@](N1)(C)C1=CC=C(C=C1)Cl)(C)C1=CC=C(C=C1)Cl)C(=O)Cl)OCC ((4S,5R)-2-(6-tert-butyl-4-ethoxy-pyridin-3-yl)-4,5-bis-(4-chloro-phenyl)-4,5-dimethyl-4,5-dihydro-imidazole-1-carbonyl chloride), N1(CCNCC1)CC(=O)N1CCCCC1 (2-piperazin-1-yl-1-piperidin-1-yl-ethanone). The product is C(C)(C)(C)C1=CC(=C(C=N1)C=1N([C@]([C@](N1)(C)C1=CC=C(C=C1)Cl)(C)C1=CC=C(C=C1)Cl)C(=O)N1CCN(CC1)CC(=O)N1CCCCC1)OCC (2-{4-[(4S,5R)-2-(6-tert-Butyl-4-ethoxy-pyridin-3-yl)-4,5-bis-(4-chloro-phenyl)-4,5-dimethyl-4,5-dihydro-imidazole-1-carbonyl]-piperazin-1-yl}-1-piperidin-1-yl-ethanone). Reaction SMILES: [C:1]([C:5]1[N:10]=[CH:9][C:8]([C:11]2[N:12]([C:32](Cl)=[O:33])[C@@:13]([C:25]3[CH:30]=[CH:29][C:28]([Cl:31])=[CH:27][CH:26]=3)([CH3:24])[C@@:14]([C:17]3[CH:22]=[CH:21][C:20]([Cl:23])=[CH:19][CH:18]=3)([CH3:16])[N:15]=2)=[C:7]([O:35][CH2:36][CH3:37])[CH:6]=1)([CH3:4])([CH3:3])[CH3:2].[N:38]1([CH2:44][C:45]([N:47]2[CH2:52][CH2:51][CH2:50][CH2:49][CH2:48]2)=[O:46])[CH2:43][CH2:42][NH:41][CH2:40][CH2:39]1>>[C:1]([C:5]1[N:10]=[CH:9][C:8]([C:11]2[N:12]([C:32]([N:41]3[CH2:40][CH2:39][N:38]([CH2:44][C:45]([N:47]4[CH2:48][CH2:49][CH2:50][CH2:51][CH2:52]4)=[O:46])[CH2:43][CH2:42]3)=[O:33])[C@@:13]([C:25]3[CH:26]=[CH:27][C:28]([Cl:31])=[CH:29][CH:30]=3)([CH3:24])[C@@:14]([C:17]3[CH:18]=[CH:19][C:20]([Cl:23])=[CH:21][CH:22]=3)([CH3:16])[N:15]=2)=[C:7]([O:35][CH2:36][CH3:37])[CH:6]=1)([CH3:2])([CH3:3])[CH3:4]. Procedure details: In a manner analogous to the method described in examples 8, (4S,5R)-2-(6-tert-butyl-4-ethoxy-pyridin-3-yl)-4,5-bis-(4-chloro-phenyl)-4,5-dimethyl-4,5-dihydro-imidazole-1-carbonyl chloride (example 51) was coupled with 2-piperazin-1-yl-1-piperidin-1-yl-ethanone (Oakwood) to give the title compound. HR-MS (ES, m/z) calculated for C40H51Cl2N6O3 [(M+H)+] 733.3394, observed 733.3392.